From a dataset of the Open Reaction Database (ORD), a public repository of structured organic reaction records. describe an organic reaction: reactants, conditions, products, and yield Reaction conditions: time 15 minute. Starting materials: CCN=C=NCCCN(C)C.Cl (EDCl), C1(=CC=CC=C1)CCCN (3-phenyl-1-propylamine), NC1=CC=C(C=N1)N1CCN(CC1)C(=O)C1=C(C=CC=C1)C(F)(F)F ([4-(6-aminopyridin-3-yl)piperazin-1-yl]-(2-trifluoromethylphenyl)-methanone), C(C)(C)N(CC)C(C)C (diisopropylethylamine), O.ON1N=NC2=C1C=CC=C2 (1-hydroxybenzotriazole monohydrate). Procedure: To a solution of [4-(6-aminopyridin-3-yl)piperazin-1-yl]-(2-trifluoromethylphenyl)-methanone (0.035 g, 0.10 mmol) in dichloromethane was added diisopropylethylamine (0.084 mL, 0.48 mmol), followed by 1-hydroxybenzotriazole monohydrate (0.018 g, 0.12 mmol), EDCl (0.023 g, 0.12 mmol) and DMAP (0.015 g, 0.12 mmol). The resulting mixture was stirred for 15 minutes and 3-phenyl-1-propylamine (0.020 g, 0.12 mmol) was added. After stirring for 18 h, the reaction mixture was diluted with ethyl acetate, ... The yield is 12.5%. Solvent: C(C)(=O)OCC (ethyl acetate), ClCCl (dichloromethane). RXN SMILES: [NH2:1][C:2]1[N:7]=[CH:6][C:5]([N:8]2[CH2:13][CH2:12][N:11]([C:14]([C:16]3[CH:21]=[CH:20][CH:19]=[CH:18][C:17]=3[C:22]([F:25])([F:24])[F:23])=[O:15])[CH2:10][CH2:9]2)=[CH:4][CH:3]=1.C(N([CH:32]([CH3:34])[CH3:33])CC)(C)C.O.[OH:36]N1C2C=CC=CC=2N=N1.CCN=C=NCCCN(C)C.Cl.[C:58]1([CH2:64]CCN)[CH:63]=[CH:62][CH:61]=[CH:60][CH:59]=1>ClCCl.CN(C1C=CN=CC=1)C.C(OCC)(=O)C>[C:58]1([CH2:64][CH2:34][CH2:32][C:33]([NH:1][C:2]2[CH:3]=[CH:4][C:5]([N:8]3[CH2:9][CH2:10][N:11]([C:14](=[O:15])[C:16]4[CH:21]=[CH:20][CH:19]=[CH:18][C:17]=4[C:22]([F:25])([F:24])[F:23])[CH2:12][CH2:13]3)=[CH:6][N:7]=2)=[O:36])[CH:63]=[CH:62][CH:61]=[CH:60][CH:59]=1 |f:2.3,4.5|. Product: C1(=CC=CC=C1)CCCC(=O)NC1=NC=C(C=C1)N1CCN(CC1)C(C1=C(C=CC=C1)C(F)(F)F)=O (4-PHENYL-N-(5-[4-(2-TRIFLUOROMETHYLBENZOYL)PIPERAZIN-1-YL]-PYRIDIN-2-YL)BUTYRAMIDE). The reagents and catalysts are CN(C)C=1C=CN=CC1 (DMAP). Product: C(C)(C)(C)C=1C(=NC(=CC1C1=CC=NC2=CN=C(C=C12)Cl)C)N (tert-butyl 4-(6-chloro-1,7-naphthyridin-4-yl)-6-methylpyridin-2-amine). Solvent: COCCOC (DME). Reagents/catalysts: C1=CC=C(C=C1)P([C-]2C=CC=C2)C3=CC=CC=C3.C1=CC=C(C=C1)P([C-]2C=CC=C2)C3=CC=CC=C3.Cl[Pd]Cl.[Fe+2].C(Cl)Cl (Pd(dppf)Cl2 CH2Cl2). Reported procedure: A solution of 6-chloro-1,7-naphthyridin-4-yl trifluoromethanesulfonate (1.0 equiv.), 6-methyl-4-(4,4,5,5-tetramethyl-1,3,2-dioxaborolan-2-yl)pyridin-2-amine (1.0 equiv.) and Pd(dppf)Cl2—CH2Cl2 (0.1 equiv.) in 3:1 DME/2M Na2CO3 was heated in a microwave at 100° C. for 15 minutes. Upon cooling, the solution was partitioned between EtOAc and Na2CO3(sat.) washed further with NaCl(sat.), dried over MgSO4, concentrated and purified by silica gel chromatography (2-4% MeOH/CH2Cl2 w/0.1% DIEA eluant) to ... Yield: 17.0%. Reaction SMILES: FC(F)(F)S(O[C:7]1[C:16]2[C:11](=[CH:12][N:13]=[C:14]([Cl:17])[CH:15]=2)[N:10]=[CH:9][CH:8]=1)(=O)=O.[CH3:20][C:21]1[N:26]=[C:25]([NH2:27])[CH:24]=[C:23](B2OC(C)(C)C(C)(C)O2)[CH:22]=1>C1C=CC(P(C2C=CC=CC=2)[C-]2C=CC=C2)=CC=1.C1C=CC(P(C2C=CC=CC=2)[C-]2C=CC=C2)=CC=1.Cl[Pd]Cl.[Fe+2].C(Cl)Cl.COCCOC>[C:16]([C:24]1[C:25]([NH2:27])=[N:26][C:21]([CH3:20])=[CH:22][C:23]=1[C:7]1[C:16]2[C:11](=[CH:12][N:13]=[C:14]([Cl:17])[CH:15]=2)[N:10]=[CH:9][CH:8]=1)([CH3:11])([CH3:7])[CH3:15] |f:2.3.4.5.6|. Starting materials: FC(S(=O)(=O)OC1=CC=NC2=CN=C(C=C12)Cl)(F)F (6-chloro-1,7-naphthyridin-4-yl trifluoromethanesulfonate), CC1=CC(=CC(=N1)N)B1OC(C(O1)(C)C)(C)C (6-methyl-4-(4,4,5,5-tetramethyl-1,3,2-dioxaborolan-2-yl)pyridin-2-amine). Starting materials: [BH4-], Cc1cc(Br)c2c(c1Br)C(=O)C(C)C2, Cl, [Na+]. Product: CC1=Cc2c(Br)c(C)cc(Br)c2C1. As a reaction SMILES: [BH4-:15].[Br:1][c:2]1[c:3]2[c:7]([c:8]([Br:12])[c:9]([CH3:11])[cH:10]1)[C:6](=[O:13])[CH:5]([CH3:14])[CH2:4]2.[ClH:17].[Na+:16]>>[Br:1][c:2]1[c:3]2[c:7]([c:8]([Br:12])[c:9]([CH3:11])[cH:10]1)[CH:6]=[C:5]([CH3:14])[CH2:4]2. Reactants: E2, ClC1=NC(N2C(N(CCC2)C2CC2)=C1)=O (8-chloro-1-cyclopropyl-3,4-dihydro-1H-pyrimido[1,6-a]pyrimidin-6(2H)-one), FC=1C=C(OC2=C(C=C(C=C2)CO)F)C=CC1F ((4-(3,4-difluorophenoxy)-3-fluorophenyl)methanol). The product is C1(CC1)N1C=2N(CCC1)C(N=C(C2)OCC2=CC(=C(C=C2)OC2=CC(=C(C=C2)F)F)F)=O (1-cyclopropyl-8-((4-(3,4-difluorophenoxy)-3-fluorobenzyl)oxy)-3,4-dihydro-1H-pyrimido[1,6-a]pyrimidin-6(2H)-one). As a reaction SMILES: Cl[C:2]1[CH:14]=[C:6]2[N:7]([CH:11]3[CH2:13][CH2:12]3)[CH2:8][CH2:9][CH2:10][N:5]2[C:4](=[O:15])[N:3]=1.[F:16][C:17]1[CH:18]=[C:19]([CH:30]=[CH:31][C:32]=1[F:33])[O:20][C:21]1[CH:26]=[CH:25][C:24]([CH2:27][OH:28])=[CH:23][C:22]=1[F:29]>>[CH:11]1([N:7]2[CH2:8][CH2:9][CH2:10][N:5]3[C:4](=[O:15])[N:3]=[C:2]([O:28][CH2:27][C:24]4[CH:25]=[CH:26][C:21]([O:20][C:19]5[CH:30]=[CH:31][C:32]([F:33])=[C:17]([F:16])[CH:18]=5)=[C:22]([F:29])[CH:23]=4)[CH:14]=[C:6]23)[CH2:13][CH2:12]1. Procedure: The title compound was prepared by a procedure similar to that described for E2 starting from 8-chloro-1-cyclopropyl-3,4-dihydro-1H-pyrimido[1,6-a]pyrimidin-6(2H)-one and (4-(3,4-difluorophenoxy)-3-fluorophenyl)methanol. The reactants are CS(=O)(=O)Cl (methanesulfonyl chloride), ClC=1C=CC=2N(N=C3C2C1C(C1=C(C=CC=C13)OCC1=C(C=C(C=C1C)C)C)=O)CCO (5-chloro-2-(2-hydroxyethyl)-7-[(2,4, 6-trimethylphenyl)methoxy]anthra-[1,9-cd]pyrazol-6(2H)-one), ClC=1C=CC=2N(N=C3C2C1C(C1=CC=CC(=C13)OCC1=C(C=C(C=C1C)C)C)=O)CCO (5-chloro-2-(2-hydroxyethyl)-10-[(2,4,6-trimethylphenyl)methoxy]anthra-[1,9-cd]pyrazol-6(2H)-one). Yields the product ClC=1C=CC=2N(N=C3C2C1C(C1=C(C=CC=C13)OCC1=C(C=C(C=C1C)C)C)=O)CCOS(=O)(=O)C (5-Chloro-2-[2-[(methanesulfonyl) oxy]ethyl]-7-[(2,4,6-trimethylphenyl)methoxy]anthra-[1,9-cd]pyrazol-6 (2H) one). Reaction SMILES: [CH3:1][S:2](Cl)(=[O:4])=[O:3].[Cl:6][C:7]1[CH:8]=[CH:9][C:10]2[N:11]([CH2:35][CH2:36][OH:37])[N:12]=[C:13]3[C:22]4[C:17](=[C:18]([O:23][CH2:24][C:25]5[C:30]([CH3:31])=[CH:29][C:28]([CH3:32])=[CH:27][C:26]=5[CH3:33])[CH:19]=[CH:20][CH:21]=4)[C:16](=[O:34])[C:15]=1[C:14]=23.ClC1C=CC2N(CCO)N=C3C4C(=CC=CC=4OCC4C(C)=CC(C)=CC=4C)C(=O)C=1C=23>>[Cl:6][C:7]1[CH:8]=[CH:9][C:10]2[N:11]([CH2:35][CH2:36][O:37][S:2]([CH3:1])(=[O:4])=[O:3])[N:12]=[C:13]3[C:22]4[C:17](=[C:18]([O:23][CH2:24][C:25]5[C:30]([CH3:31])=[CH:29][C:28]([CH3:32])=[CH:27][C:26]=5[CH3:33])[CH:19]=[CH:20][CH:21]=4)[C:16](=[O:34])[C:15]=1[C:14]=23. Reported procedure: Starting with methanesulfonyl chloride and the mixture of regioisomers of 5-chloro-2-(2-hydroxyethyl)-7-[(2,4,6-trimethylphenyl)methoxy]anthra-[1,9cd]pyrazol-6-(2H)-one II and 5-chloro-2-(2-hydroxyethyl)-10-[(2,4,6-trimethylphenyl) methoxy]anthra-[1,9-cd]pyrazol-6(2H)-one III, usiong the procedure of example 3, the title compound was prepared. Starting materials: ClC1=CC=C(C=C1)C1(C(SC2=NC3=C(N21)C=CC=C3)CC(=O)O)O (3-(p-Chlorophenyl)-2,3-dihydro-3-hydroxy-thiazolo[3,2-a]-benzimidazole-2-acetic acid). The solvent is O1CCOCC1 (dioxane). The product is ClC1=CC=C(C=C1)C1=C(SC2=NC3=C(N21)C=CC=C3)CC(=O)O (3-(p-Chlorophenyl)-Thiazolo[3,2-a]Benzimidazole-2-Acetic acid). As a reaction SMILES: [Cl:1][C:2]1[CH:7]=[CH:6][C:5]([C:8]2(O)[N:15]3[C:11](=[N:12][C:13]4[CH:19]=[CH:18][CH:17]=[CH:16][C:14]=43)[S:10][CH:9]2[CH2:20][C:21]([OH:23])=[O:22])=[CH:4][CH:3]=1>O1CCOCC1>[Cl:1][C:2]1[CH:7]=[CH:6][C:5]([C:8]2[N:15]3[C:11](=[N:12][C:13]4[CH:19]=[CH:18][CH:17]=[CH:16][C:14]=43)[S:10][C:9]=2[CH2:20][C:21]([OH:23])=[O:22])=[CH:4][CH:3]=1. Procedure: 3-(p-Chlorophenyl)-2,3-dihydro-3-hydroxy-thiazolo[3,2-a]-benzimidazole-2-acetic acid, (5.0 g.) is suspended in a solution of 100 ml. of a 6N NCl and 200 ml. of dioxane. The mixture is heated at reflux for 18 hours. The solution is concentrated in vacuo to 50 ml. To the concentrate is added 200 ml. of water, and sufficient 4N NaOH solution to dissolve all the solids. The alkaline solution is made acidic with acetic acid. The solid is collected, washed well with water and airdried. The crude mater... The reactants are CC(C)(C)OC(=O)NC1CCC(C(=O)O)CC1, CNCc1ccccc1, CCN=C=NCCCN(C)C, CN(C)C=O, Cl, [Na+], On1nnc2ccccc21, O=C([O-])O. Product: CN(Cc1ccccc1)C(=O)C1CCC(NC(=O)OC(C)(C)C)CC1. RXN SMILES: [C:1]([CH3:2])([CH3:3])([CH3:4])[O:5][C:6](=[O:7])[NH:8][CH:9]1[CH2:10][CH2:11][CH:12]([C:15](=[O:16])[OH:17])[CH2:13][CH2:14]1.[CH3:18][NH:19][CH2:20][c:21]1[cH:22][cH:23][cH:24][cH:25][cH:26]1.[CH3:28][N:29]([CH3:30])[CH2:31][CH2:32][CH2:33][N:34]=[C:35]=[N:36][CH2:37][CH3:38].[CH3:54][N:55]([CH3:56])[CH:57]=[O:58].[ClH:27].[Na+:49].[OH:39][n:40]1[c:41]2[cH:42][cH:43][cH:44][cH:45][c:46]2[n:47][n:48]1.[OH:50][C:51](=[O:52])[O-:53]>>[C:1]([CH3:2])([CH3:3])([CH3:4])[O:5][C:6](=[O:7])[NH:8][CH:9]1[CH2:10][CH2:11][CH:12]([C:15](=[O:17])[N:19]([CH3:18])[CH2:20][c:21]2[cH:22][cH:23][cH:24][cH:25][cH:26]2)[CH2:13][CH2:14]1.